Dataset: the Open Reaction Database (ORD), a public repository of structured organic reaction records. Task: describe an organic reaction: reactants, conditions, products, and yield Starting materials: C\C(=C/C(=O)O)\C=C\C=C(\C=C\C1=C(C(=C(C=C1C)OC(F)(F)F)C)C)/C ((2E,4E,6E,8E)-3,7-dimethyl-9-[2,3,6-trimethyl-4-(trifluoromethoxy)phenyl]-nonatetraenoic acid), C(=O)(N1C=NC=C1)N1C=NC=C1 (carbonyldiimidazole), C(C)N (ethyl amine). The solvent is CCCCCC (hexane), C1CCOC1 (THF). The yield is 64.8%. As a reaction SMILES: [CH3:1]/[C:2](/[CH:7]=[CH:8]/[CH:9]=[C:10](\[CH3:27])/[CH:11]=[CH:12]/[C:13]1[C:18]([CH3:19])=[CH:17][C:16]([O:20][C:21]([F:24])([F:23])[F:22])=[C:15]([CH3:25])[C:14]=1[CH3:26])=[CH:3]\[C:4]([OH:6])=O.C(N1C=CN=C1)([N:30]1[CH:34]=[CH:33]N=C1)=O.C(N)C>C1COCC1.CCCCCC>[CH2:34]([NH:30][C:4](=[O:6])/[CH:3]=[C:2](\[CH3:1])/[CH:7]=[CH:8]/[CH:9]=[C:10](\[CH3:27])/[CH:11]=[CH:12]/[C:13]1[C:18]([CH3:19])=[CH:17][C:16]([O:20][C:21]([F:22])([F:23])[F:24])=[C:15]([CH3:25])[C:14]=1[CH3:26])[CH3:33]. Yields the product C(C)NC(\C=C(\C=C\C=C(\C=C\C1=C(C(=C(C=C1C)OC(F)(F)F)C)C)/C)/C)=O (N-ethyl(2E,4E,6E,8E)-3,7-dimethyl-9-[2,3,6-trimethyl-4-(trifluoromethoxy)phenyl]-nonatetraenamide). Procedure details: A solution of 2.0 g (5.3 mmol) of (2E,4E,6E,8E)-3,7-dimethyl-9-[2,3,6-trimethyl-4-(trifluoromethoxy)phenyl]-nonatetraenoic acid in 60 ml of dry THF and 1.6 g of (10 mmol) of carbonyldiimidazole was heated to 35°-40° C. for 0.5 hour. The reaction mixture was cooled to -10° C. and excess gaseous ethyl amine was introduced. The resulting mixture was stirred for 1 hour at 23° C., diluted with 100 ml of hexane, and filtered through silica gel (200 g, 1:1 ethyl acetate-hexane as elutant). Further chro... Run at temperature -10 celsius, time 1 hour. Starting materials: O (Water), O1CCCC2=C1C=CC(=C2)C(C)=O (1-(3,4-dihydro-2H-1-benzopyran-6-yl)ethan-1-one), FC(C(=O)OCC)(F)F (ethyl trifluoroacetate), [H-].[Na+] (sodium hydride). Solvent: O1CCCC1 (tetrahydrofuran). Reaction conditions: time 3 hour. Yields the product O1CCCC2=C1C=CC(=C2)C(CC(C(F)(F)F)=O)=O (1-(3,4-dihydro-2H-1-benzopyran-6-yl)-4,4,4-trifluorobutane-1,3-dione). The yield is 100.0%. Reaction SMILES: [O:1]1[C:6]2[CH:7]=[CH:8][C:9]([C:11](=[O:13])[CH3:12])=[CH:10][C:5]=2[CH2:4][CH2:3][CH2:2]1.[H-].[Na+].[F:16][C:17]([F:24])([F:23])[C:18](OCC)=[O:19].O>O1CCCC1>[O:1]1[C:6]2[CH:7]=[CH:8][C:9]([C:11](=[O:13])[CH2:12][C:18](=[O:19])[C:17]([F:24])([F:23])[F:16])=[CH:10][C:5]=2[CH2:4][CH2:3][CH2:2]1 |f:1.2|. Procedure: Under a nitrogen atmosphere, 1-(3,4-dihydro-2H-1-benzopyran-6-yl)ethan-1-one (49a) (1.55 g, 8.8 mmol) was dissolved in anhydrous tetrahydrofuran (48 mL) and sodium hydride (60% in mineral oil, 0.42 g, 10.6 mmol) was added portionwise, maintaining the temperature between −5 and 0° C. After 30 minutes stirring at the same temperature, ethyl trifluoroacetate (1.5 mL, 10.6 mmol) was added and the reaction mixture was stirred at room temperature for 3 hours. Water (10 mL) was added and tetrahydrofura... The reactants are CCCN=C=O, CC#N, Cl, NCc1cccc2c1CN(C1CCC(=O)NC1=O)C2=O. Yields the product CCCNC(=O)NCc1cccc2c1CN(C1CCC(=O)NC1=O)C2=O. Reaction SMILES: [CH2:22]([CH2:23][CH3:24])[N:25]=[C:26]=[O:27].[CH3:28][C:29]#[N:30].[ClH:1].[NH2:2][CH2:3][c:4]1[c:5]2[c:9]([cH:10][cH:11][cH:12]1)[C:8](=[O:13])[N:7]([CH:14]1[C:15](=[O:21])[NH:16][C:17](=[O:20])[CH2:18][CH2:19]1)[CH2:6]2>>[NH:2]([CH2:3][c:4]1[c:5]2[c:9]([cH:10][cH:11][cH:12]1)[C:8](=[O:13])[N:7]([CH:14]1[C:15](=[O:21])[NH:16][C:17](=[O:20])[CH2:18][CH2:19]1)[CH2:6]2)[C:26]([NH:25][CH2:22][CH2:23][CH3:24])=[O:27]. Reactants: C(C1=CC=CC=C1)N1C(CC(CC1)O)(C)C (1-benzyl-2,2-dimethyl-piperidin-4-ol), [H-].[Na+] (sodium hydride), ClC1=NC(=CC=C1)Cl (2,6-dichloropyridine). The yield is 38.1%. As a reaction SMILES: [CH2:1]([N:8]1[CH2:13][CH2:12][CH:11]([OH:14])[CH2:10][C:9]1([CH3:16])[CH3:15])[C:2]1[CH:7]=[CH:6][CH:5]=[CH:4][CH:3]=1.[H-].[Na+].[Cl:19][C:20]1[CH:25]=[CH:24][CH:23]=[C:22](Cl)[N:21]=1>CN(C)C=O>[CH2:1]([N:8]1[CH2:13][CH2:12][CH:11]([O:14][C:22]2[CH:23]=[CH:24][CH:25]=[C:20]([Cl:19])[N:21]=2)[CH2:10][C:9]1([CH3:16])[CH3:15])[C:2]1[CH:3]=[CH:4][CH:5]=[CH:6][CH:7]=1 |f:1.2|. Solvent: CN(C=O)C (N,N-dimethylformamide). Procedure details: Combine 1-benzyl-2,2-dimethyl-piperidin-4-ol (preparation 9) 1.08 g, 4.92 mmol), N,N-dimethylformamide (20 mL) and 95% sodium hydride (0.12 g, 4.92 mmol) and stir. After 30 min., add 2,6-dichloropyridine (0.67 g, 4.52 mmol), stir and heat at 120° C. After 18 hr., cool to ambient temperature and partition between water (100 mL) and ethyl acetate (100 mL). Separate the organic layer and wash the aqueous layer with ethyl acetate (2×100 mL). Combine the organic layers, wash with water (5×100 mL), wa... Run at temperature 120 celsius, time 30 minute. The product is C(C1=CC=CC=C1)N1C(CC(CC1)OC1=NC(=CC=C1)Cl)(C)C (2-(1-Benzyl-2,2-dimethyl-piperidin-4-yloxy)-6-chloro-pyridine). The reactants are ClC=1C=C2N=C(C(=NC2=CC1)OC)NC(OCC)=O (Ethyl N-(6-chloro-2-methoxyquinoxalin-3-yl)carbamate), FC1=CC=C(C=C1)N1CCNCC1 (1-(4-fluorophenyl)piperazine). Yields the product ClC=1C=C2N=C(C(=NC2=CC1)OC)NC(=O)N1CCN(CC1)C1=CC=C(C=C1)F (1-[(6-Chloro-2-methoxyquinoxalin-3-yl)aminocarbonyl]-4-(4-fluorophenyl)piperazine). Yield: 77.0%. As a reaction SMILES: [Cl:1][C:2]1[CH:3]=[C:4]2[C:9](=[CH:10][CH:11]=1)[N:8]=[C:7]([O:12][CH3:13])[C:6]([NH:14][C:15](=[O:19])OCC)=[N:5]2.[F:20][C:21]1[CH:26]=[CH:25][C:24]([N:27]2[CH2:32][CH2:31][NH:30][CH2:29][CH2:28]2)=[CH:23][CH:22]=1>>[Cl:1][C:2]1[CH:3]=[C:4]2[C:9](=[CH:10][CH:11]=1)[N:8]=[C:7]([O:12][CH3:13])[C:6]([NH:14][C:15]([N:30]1[CH2:29][CH2:28][N:27]([C:24]3[CH:23]=[CH:22][C:21]([F:20])=[CH:26][CH:25]=3)[CH2:32][CH2:31]1)=[O:19])=[N:5]2. Reported procedure: Ethyl N-(6-chloro-2-methoxyquinoxalin-3-yl)carbamate and 1-(4-fluorophenyl)piperazine were reacted by the same way with the example 22 to obtain the titled compound (yield, 77%). 1H NMR (300 MHz, CDCl3): δ 3.13-3.20 (m, 4H), 3.77 (s, 3H), 4.14 (s, 4H), 6.88-7.02 (m, 4H), 7.20-7.24 (m, 1H), 7.36-7.44 (m, 1H), 7.50-7.67 (m, 1H), 7.80 (s, 1H).